Dataset: the Open Reaction Database (ORD), a public repository of structured organic reaction records. Task: describe an organic reaction: reactants, conditions, products, and yield Reactants: CCN(C(C)C)C(C)C, CON=C(C)CCN1C(=O)c2ccccc2C1=O, CO, Clc1ncnc2nc[nH]c12, NN, O, O. The product is CON=C(C)CCNc1ncnc2nc[nH]c12. As a reaction SMILES: [CH2:32]([N:33]([CH:34]([CH3:35])[CH3:36])[CH:37]([CH3:38])[CH3:39])[CH3:40].[CH3:1][O:2][N:3]=[C:4]([CH2:5][CH2:6][N:7]1[C:8](=[O:9])[c:10]2[cH:11][cH:12][cH:13][cH:14][c:15]2[C:16]1=[O:17])[CH3:18].[CH3:41][OH:42].[Cl:22][c:23]1[c:24]2[nH:25][cH:26][n:27][c:28]2[n:29][cH:30][n:31]1.[NH2:20][NH2:21].[OH2:19].[OH2:43]>>[CH3:1][O:2][N:3]=[C:4]([CH2:5][CH2:6][NH:7][c:23]1[c:24]2[nH:25][cH:26][n:27][c:28]2[n:29][cH:30][n:31]1)[CH3:18]. Starting materials: CCOc1ccccc1NC(=O)OCCBr, C1CNCCN1, CN(C)C=O. The product is CCOc1ccccc1N. Reaction SMILES: [Br:7][CH2:8][CH2:9][O:10][C:11]([NH:12][c:13]1[c:14]([O:19][CH2:20][CH3:21])[cH:15][cH:16][cH:17][cH:18]1)=[O:22].[CH2:1]1[NH:2][CH2:3][CH2:4][NH:5][CH2:6]1.[O:23]=[CH:24][N:25]([CH3:26])[CH3:27]>>[NH2:12][c:13]1[c:14]([O:19][CH2:20][CH3:21])[cH:15][cH:16][cH:17][cH:18]1. The product is CCOC(=O)c1nn(Cc2ccc(Cl)nc2)c2ncccc2c1=S. As a reaction SMILES: [CH3:31][O:32][c:33]1[cH:34][cH:35][c:36]([P:37]2(=[S:40])[S:38][P:39]([c:41]3[cH:42][cH:43][c:44]([O:45][CH3:46])[cH:47][cH:48]3)(=[S:49])[S:50]2)[cH:51][cH:52]1.[CH3:53][c:54]1[cH:55][cH:56][cH:57][cH:58][cH:59]1.[Cl:1][c:2]1[cH:3][cH:4][c:5]([CH2:8][n:9]2[n:10][c:11]([C:20](=[O:21])[O:22][CH2:23][CH3:24])[c:12](=[O:19])[c:13]3[c:14]2[n:15][cH:16][cH:17][cH:18]3)[cH:6][n:7]1.[O:25]1[CH2:26][CH2:27][O:28][CH2:29][CH2:30]1>>[Cl:1][c:2]1[cH:3][cH:4][c:5]([CH2:8][n:9]2[n:10][c:11]([C:20](=[O:21])[O:22][CH2:23][CH3:24])[c:12](=[S:40])[c:13]3[c:14]2[n:15][cH:16][cH:17][cH:18]3)[cH:6][n:7]1. The reactants are COc1ccc(P2(=S)SP(=S)(c3ccc(OC)cc3)S2)cc1, Cc1ccccc1, CCOC(=O)c1nn(Cc2ccc(Cl)nc2)c2ncccc2c1=O, C1COCCO1. The reactants are O (water), solution, Cl (hydrochloric acid), C=C1CS[C@H]2N([C@H]1C(=O)OC(C)(C)C)C([C@H]2NC(CC2=CC=CC=C2)=O)=O (tert-butyl (4R,6R,7R)-3-methylene-7-phenylacetamido-cepham-4-carboxylate). Reagents/catalysts: [Ti](Cl)(Cl)(Cl)Cl (Titanium tetrachloride). The solvent is ClCCl (dichloromethane). Reaction conditions: temperature 0 celsius, time 4 hour. Product: C=C1CS[C@H]2N([C@H]1C(=O)O)C([C@H]2NC(CC2=CC=CC=C2)=O)=O ((4R,6R,7R)-3-methylene-7-phenylacetamido-cepham-4-carboxylic acid). The yield is 60.2%. RXN SMILES: [CH2:1]=[C:2]1[C@H:7]([C:8]([O:10]C(C)(C)C)=[O:9])[N:6]2[C:15](=[O:27])[C@@H:16]([NH:17][C:18](=[O:26])[CH2:19][C:20]3[CH:25]=[CH:24][CH:23]=[CH:22][CH:21]=3)[C@H:5]2[S:4][CH2:3]1.Cl.O>ClCCl.[Ti](Cl)(Cl)(Cl)Cl>[CH2:1]=[C:2]1[C@H:7]([C:8]([OH:10])=[O:9])[N:6]2[C:15](=[O:27])[C@@H:16]([NH:17][C:18](=[O:26])[CH2:19][C:20]3[CH:21]=[CH:22][CH:23]=[CH:24][CH:25]=3)[C@H:5]2[S:4][CH2:3]1. Reported procedure: A stirred solution of tert-butyl (4R,6R,7R)-3-methylene-7-phenylacetamido-cepham-4-carboxylate (0.83 g, purity 93.7%, 2.0 mmol) in dichloromethane (80 ml) was cooled to 0° C. Titanium tetrachloride (0.66 ml, 6.0 mmol) was added in 1 min. After stirring for 4 h at 0° C., the suspension was mixed with a chilled 2 M solution of hydrochloric acid in. water (40 ml). The organic phase was separated and washed with a 1 M solution of hydrochloric acid in water (20 ml), water (20 ml), and brine (20 ml). ... Starting materials: C(C)(C)(C)OC(NCCC1CCN(CC1)C(C1=C(C=C(C=C1)O)O)=O)=O ({2-[1-(2,4-Dihydroxy benzoyl)piperidin-4-yl]ethyl}carbamic acid tert-butyl ester), BrCC1=CC=C(C#N)C=C1 (4-bromomethyl-benzonitrile). Yields the product C(C)(C)(C)OC(NCCC1CCN(CC1)C(C1=C(C=C(C=C1)OCC1=CC=C(C=C1)C#N)OCC1=CC=C(C=C1)C#N)=O)=O ((2-{1-[2,4-Bis-(4-cyano-benzyloxy)benzoyl]piperidin-4-yl}ethyl)carbamic Acid Tert-butyl Ester). Isolated yield 70.5%. As a reaction SMILES: [C:1]([O:5][C:6](=[O:26])[NH:7][CH2:8][CH2:9][CH:10]1[CH2:15][CH2:14][N:13]([C:16](=[O:25])[C:17]2[CH:22]=[CH:21][C:20]([OH:23])=[CH:19][C:18]=2[OH:24])[CH2:12][CH2:11]1)([CH3:4])([CH3:3])[CH3:2].Br[CH2:28][C:29]1[CH:36]=[CH:35][C:32]([C:33]#[N:34])=[CH:31][CH:30]=1>>[C:1]([O:5][C:6](=[O:26])[NH:7][CH2:8][CH2:9][CH:10]1[CH2:11][CH2:12][N:13]([C:16](=[O:25])[C:17]2[CH:22]=[CH:21][C:20]([O:23][CH2:28][C:29]3[CH:36]=[CH:35][C:32]([C:33]#[N:34])=[CH:31][CH:30]=3)=[CH:19][C:18]=2[O:24][CH2:28][C:29]2[CH:36]=[CH:35][C:32]([C:33]#[N:34])=[CH:31][CH:30]=2)[CH2:14][CH2:15]1)([CH3:4])([CH3:2])[CH3:3]. Procedure details: {2-[1-(2,4-Dihydroxy benzoyl)piperidin-4-yl]ethyl}carbamic acid tert-butyl ester (1.13 g, 3.1 mmol) and 4-bromomethyl-benzonitrile (2.43 g, 12.4 mmol) and other reagents as described in Example 75(a) were used to afford 1.3 g of the required product. 1H NMR (DMSO-d6): δ 1.35 (8H, s), 2.1 (4H, s), 2.9 (3H, m), 4.55 (4H, d), 5.25 (3H, s), 5.5 (2H, t), 6.8 (1H, m), 7.3 (1H, d), 7.4 (1H, d), 7.5 (4H, d), 7.66 (1H, d), 7.8 (3H, m), 7.86 (2H, m).